Dataset: the Open Reaction Database (ORD), a public repository of structured organic reaction records. Task: describe an organic reaction: reactants, conditions, products, and yield Starting materials: ClC(C(=O)F)(C(F)(F)Cl)F (2,3-dichloro-2,3,3-trifluoropropionyl fluoride), [Cl-].[Al+3].[Cl-].[Cl-] (aluminum chloride). The solvent is C(Cl)Cl (methylene chloride). Conditions: time 2 hour. Product: ClC(C(=O)Cl)(C(F)(F)Cl)F (2,3-dichloro-2,3,3-trifluoropropionyl chloride). Isolated yield 131.1%. RXN SMILES: [Cl:1][C:2]([F:10])([C:6]([Cl:9])([F:8])[F:7])[C:3](F)=[O:4].[Cl-:11].[Al+3].[Cl-].[Cl-]>C(Cl)Cl>[Cl:1][C:2]([F:10])([C:6]([Cl:9])([F:8])[F:7])[C:3]([Cl:11])=[O:4] |f:1.2.3.4|. Reported procedure: A 100-g sample (0.5 mole) of 2,3-dichloro-2,3,3-trifluoropropionyl fluoride, prepared as shown in Example 11, was added dropwise to a stirred suspension of 34 g (0.25 mole) of aluminum chloride in 200 ml of methylene chloride. The reaction mixture was stirred for 2 hrs, and the volatile portion was distilled under reduced pressure into a Dry-ice cooled trap. Redistillation gave 70.6 g (66%) of 2,3-dichloro-2,3,3-trifluoropropionyl chloride as a colorless liquid: bp 87.5°-88°; nd25 1,3812; ir (li... Reactants: NC=1C=NC2=CC=CC=C2C1NCCN(C)C (3-amino-4-[2-(N,N-dimethylamino)ethylamino]quinoline), C(=O)O (formic acid). Yields the product CN(C)CCN1C=NC=2C=NC=3C=CC=CC3C21 (1-[2-(N,N-dimethylamino)ethyl]-1H-imidazo[4,5-c]quinoline). RXN SMILES: [NH2:1][C:2]1[CH:3]=[N:4][C:5]2[C:10]([C:11]=1[NH:12][CH2:13][CH2:14][N:15]([CH3:17])[CH3:16])=[CH:9][CH:8]=[CH:7][CH:6]=2.[CH:18](O)=O>>[CH3:16][N:15]([CH2:14][CH2:13][N:12]1[C:11]2[C:10]3[CH:9]=[CH:8][CH:7]=[CH:6][C:5]=3[N:4]=[CH:3][C:2]=2[N:1]=[CH:18]1)[CH3:17]. Reported procedure: Using the method of Example 137, 3-amino-4-[2-(N,N-dimethylamino)ethylamino]quinoline (from Example 46) was reacted with formic acid to provide 1-[2-(N,N-dimethylamino)ethyl]-1H-imidazo[4,5-c]quinoline. The product was dissolved in ethanol and hydrogen chloride was bubbled into the solution. The precipitate was separated by filtration, washed with ethanol and recrystallized from ethanol. The product was 1-[2-(N,N-dimethylamino)ethyl]-1H-imidazo[4,5-c]quinoline trihydrochloride hydrate, m.p. >250... The reactants are CC#N, CC(Nc1ncc(C#N)c(=O)[nH]1)c1ccccc1, O=P(Cl)(Cl)Cl. Product: CC(Nc1ncc(C#N)c(Cl)n1)c1ccccc1. RXN SMILES: [CH3:24][C:25]#[N:26].[O:1]=[c:2]1[c:3]([C:17]#[N:18])[cH:4][n:5][c:6]([NH:8][CH:9]([CH3:10])[c:11]2[cH:12][cH:13][cH:14][cH:15][cH:16]2)[nH:7]1.[P:19]([Cl:20])([Cl:21])([Cl:22])=[O:23]>>[c:2]1([Cl:21])[c:3]([C:17]#[N:18])[cH:4][n:5][c:6]([NH:8][CH:9]([CH3:10])[c:11]2[cH:12][cH:13][cH:14][cH:15][cH:16]2)[n:7]1. The reactants are Cc1cc(-c2cccc(C(=O)CC(=O)Nc3cc(OC(F)(F)F)ccc3NC(=O)OC(C)(C)C)c2)ccn1, ClCCl, O=C(O)C(F)(F)F. Yields the product Cc1cc(-c2cccc(C3=Nc4ccc(OC(F)(F)F)cc4NC(=O)C3)c2)ccn1. RXN SMILES: [C:1]([O:2][C:3](=[O:4])[NH:7][c:8]1[c:9]([NH:19][C:20]([CH2:21][C:22](=[O:5])[c:24]2[cH:25][c:26](-[c:30]3[cH:31][c:32]([CH3:36])[n:33][cH:34][cH:35]3)[cH:27][cH:28][cH:29]2)=[O:37])[cH:10][c:11]([O:14][C:15]([F:16])([F:17])[F:18])[cH:12][cH:13]1)([CH3:6])([CH3:23])[CH3:38].[Cl:46][CH2:47][Cl:48].[F:39][C:40]([F:41])([F:42])[C:43]([OH:44])=[O:45]>>[N:7]1=[C:22]([c:24]2[cH:25][c:26](-[c:30]3[cH:31][c:32]([CH3:36])[n:33][cH:34][cH:35]3)[cH:27][cH:28][cH:29]2)[CH2:21][C:20](=[O:37])[NH:19][c:9]2[c:8]1[cH:13][cH:12][c:11]([O:14][C:15]([F:16])([F:17])[F:18])[cH:10]2. Reactants: B, C1CCOC1, O=C(O)CCc1ccco1. The product is OCCCc1ccco1. As a reaction SMILES: [BH3:11].[CH2:12]1[O:13][CH2:14][CH2:15][CH2:16]1.[o:1]1[c:2]([CH2:6][CH2:7][C:8](=[O:9])[OH:10])[cH:3][cH:4][cH:5]1>>[o:1]1[c:2]([CH2:6][CH2:7][CH2:8][OH:9])[cH:3][cH:4][cH:5]1. The reactants are BrC1=CC(=C(C(=O)C2=CC=CC=C2)C=C1)N (4-Bromo-2-aminobenzophenone), [OH-].[Na+] (sodium hydroxide). The reagents and catalysts are C1/C=C\CC/C=C\C1.C1/C=C\CC/C=C\C1.[Ni] (bis(1,5-cyclooctadiene)nickel). Run in O (water). Run at time 8 hour. Yields the product NC1=C(C=C(C=C1)C1=CC(=C(C=C1)N)C(C1=CC=CC=C1)=O)C(C1=CC=CC=C1)=O (4,4'-Diamino-3,3'-dibenzoylbiphenyl). RXN SMILES: Br[C:2]1[CH:15]=[CH:14][C:5]([C:6]([C:8]2[CH:13]=[CH:12][CH:11]=[CH:10][CH:9]=2)=[O:7])=[C:4]([NH2:16])[CH:3]=1.[OH-:17].[Na+]>C1CC=CCCC=C1.C1CC=CCCC=C1.[Ni].O>[NH2:16][C:4]1[CH:3]=[CH:2][C:15]([C:15]2[CH:2]=[CH:3][C:4]([NH2:16])=[C:5]([C:6](=[O:17])[C:8]3[CH:13]=[CH:12][CH:11]=[CH:10][CH:9]=3)[CH:14]=2)=[CH:14][C:5]=1[C:6](=[O:7])[C:8]1[CH:13]=[CH:12][CH:11]=[CH:10][CH:9]=1 |f:1.2,3.4.5|. Procedure details: 4-Bromo-2-aminobenzophenone (0.55 g, 2.0 mmol) was dissolved in dry and deoxygenated dimethylformamide (10 ml) in an inert atmosphere box. To this was added in portions bis(1,5-cyclooctadiene)nickel (O) (0.55 g, 2.0 mmol). The reaction was moved from the inert atmosphere box to a vacuum-argon manifold using standard Schlenk-wave techniques. The reaction was heated at 5°-55° C. for 4 hrs. and left at room temperature overnight. The mixture was poured into 200 ml of water which was made slightly b... Starting materials: C(C)N(C1=NC=C(C(=O)O)C=C1C)C (6-(ethyl-methyl-amino)-5-methyl-nicotinic acid), C(C)(C)NC (N-isopropyl-methyl-amine). Product: C(C)(C)N(C1=NC=C(C(=O)O)C=C1C)C (6-(Isopropyl-methyl-amino)-5-methyl-nicotinic acid). As a reaction SMILES: [CH2:1]([N:3]([CH3:14])[C:4]1[C:12]([CH3:13])=[CH:11][C:7]([C:8]([OH:10])=[O:9])=[CH:6][N:5]=1)[CH3:2].[CH:15](NC)(C)C>>[CH:1]([N:3]([CH3:14])[C:4]1[C:12]([CH3:13])=[CH:11][C:7]([C:8]([OH:10])=[O:9])=[CH:6][N:5]=1)([CH3:15])[CH3:2]. Procedure: The title compound is prepared in analogy to 6-(ethyl-methyl-amino)-5-methyl-nicotinic acid using N-isopropyl-methyl-amine; LC-MS: tR=0.58 min, [M+1]+=209.10; 1H NMR (D6-DMSO): δ 1.23 (d, J=6.5 Hz, 6H), 2.40 (s, 3H), 2.97 (s, 3H), 4.22 (hept, J=6.8 Hz, 1H), 8.07 (s, 1H), 8.43 (d, J=2.0 Hz, 1H). Reaction conditions: time 40 hour. Procedure: 20 g of 3-methyl-7-(hex-5-enyl)-xanthine (see Example 22) are added to a solution of approximately 3.3 g of NaOH in 70 ml of methanol/water (1:1) and 9 g of ethyl bromide are added thereto. The mixture is kept at 40° C. under a nitrogen atmosphere for 40 hours. The solvent is then removed under reduced pressure, the residue dissolved in diethyl ether and the pH of the solution is adjusted with aqueous sodium hydroxide solution to a pH-value of 13.5 to remove unreacted 3-methyl-7-(hex-5-enyl)-xan... The solvent is CO.O (methanol water). Reactants: CN1C(NC(C=2N(C=NC12)CCCCC=C)=O)=O (3-methyl-7-(hex-5-enyl)-xanthine), [OH-].[Na+] (NaOH), C(C)Br (ethyl bromide). As a reaction SMILES: [CH3:1][N:2]1[C:10]2[N:9]=[CH:8][N:7]([CH2:11][CH2:12][CH2:13][CH2:14][CH:15]=[CH2:16])[C:6]=2[C:5](=[O:17])[NH:4][C:3]1=[O:18].[OH-].[Na+].[CH2:21](Br)[CH3:22]>CO.O>[CH2:21]([N:4]1[C:5](=[O:17])[C:6]2[N:7]([CH2:11][CH2:12][CH2:13][CH2:14][CH:15]=[CH2:16])[CH:8]=[N:9][C:10]=2[N:2]([CH3:1])[C:3]1=[O:18])[CH3:22] |f:1.2,4.5|. Product: C(C)N1C(=O)N(C=2N=CN(C2C1=O)CCCCC=C)C (1-Ethyl-3-methyl-7-(hex-5-enyl)-xanthine). Reactants: O=C([O-])O, CN(C)C=Cc1ccncn1, NOS(=O)(=O)O. The product is N#CCc1ccncn1. RXN SMILES: [C:18](=[O:19])([O-:20])[OH:21].[CH3:1][N:2]([CH:3]=[CH:4][c:5]1[n:6][cH:7][n:8][cH:9][cH:10]1)[CH3:11].[NH2:12][O:13][S:14]([OH:15])(=[O:16])=[O:17]>>[N:2]#[C:3][CH2:4][c:5]1[n:6][cH:7][n:8][cH:9][cH:10]1.